From a dataset of the Open Reaction Database (ORD), a public repository of structured organic reaction records. describe an organic reaction: reactants, conditions, products, and yield The product is Cl.S1C2=C(C(=C1)CCN1CCN(CC1)C1=NC=CC=C1OC)C=CC=C2 (1-[2-(benzo[b]thien-3-yl)ethyl]-4-(3-methoxy-2-pyridinyl)piperazine hydrochloride). Reported procedure: The title compound was prepared (0.63 g, 56%, mp 208°-215° C.) in a manner analogous to the preparation of 1-[3-(benzo[b]thien-3-yl)propyl]-4-(3-methoxy-2-pyridinyl)-2-methylpiperazine hydrochloride (Example 41) by the reaction of 3-benzo[b]thieneethanol tosylate (Example 47) with 1-(3-methoxy-2-pyridinyl)piperazine. Reactants: Cl.S1C2=C(C(=C1)CCCN1C(CN(CC1)C1=NC=CC=C1OC)C)C=CC=C2 (1-[3-(benzo[b]thien-3-yl)propyl]-4-(3-methoxy-2-pyridinyl)-2-methylpiperazine hydrochloride), S(=O)(=O)([O-])C1=CC=C(C)C=C1 (tosylate), COC=1C(=NC=CC1)N1CCNCC1 (1-(3-methoxy-2-pyridinyl)piperazine). As a reaction SMILES: [ClH:1].[S:2]1[CH:6]=[C:5]([CH2:7][CH2:8]CN2CCN(C3C(OC)=CC=CN=3)CC2C)[C:4]2[CH:25]=[CH:26][CH:27]=[CH:28][C:3]1=2.S(C1C=CC(C)=CC=1)([O-])(=O)=O.[CH3:40][O:41][C:42]1[C:43]([N:48]2[CH2:53][CH2:52][NH:51][CH2:50][CH2:49]2)=[N:44][CH:45]=[CH:46][CH:47]=1>>[ClH:1].[S:2]1[CH:6]=[C:5]([CH2:7][CH2:8][N:51]2[CH2:52][CH2:53][N:48]([C:43]3[C:42]([O:41][CH3:40])=[CH:47][CH:46]=[CH:45][N:44]=3)[CH2:49][CH2:50]2)[C:4]2[CH:25]=[CH:26][CH:27]=[CH:28][C:3]1=2 |f:0.1,4.5|.